This data is from the Open Reaction Database (ORD), a public repository of structured organic reaction records. The task is: describe an organic reaction: reactants, conditions, products, and yield Reactants: CCO, CC[O-], C1CCC2OC2C1, [Na+], Sc1ccccc1. Yields the product OC1CCCCC1Sc1ccccc1. RXN SMILES: [CH3:19][CH2:20][OH:21].[CH3:9][CH2:10][O-:11].[CH:12]12[CH:13]([CH2:14][CH2:15][CH2:16][CH2:17]1)[O:18]2.[Na+:8].[SH:1][c:2]1[cH:3][cH:4][cH:5][cH:6][cH:7]1>>[S:1]([c:2]1[cH:3][cH:4][cH:5][cH:6][cH:7]1)[CH:12]1[CH:13]([OH:18])[CH2:14][CH2:15][CH2:16][CH2:17]1.